From a dataset of the Open Reaction Database (ORD), a public repository of structured organic reaction records. describe an organic reaction: reactants, conditions, products, and yield Starting materials: diethyldiazene 1,2-dicarboxylate, C1(CCCC2=CC=CC=C12)O (1,2,3,4-tetrahydronaphthalen-1-ol), C1(=CC=CC=C1)P(C1=CC=CC=C1)C1=CC=CC=C1 (triphenylphosphine), CC1=CC(=NN1CC(=O)N1CCC(CC1)C=1SC=C(N1)C(=O)O)C(F)(F)F (2-(1-{[5-methyl-3-(trifluoromethyl)-1H-pyrazol-1-yl]acetyl}piperidin-4-yl)-1,3-thiazole-4-carboxylic acid). Solvent: O1CCCC1 (tetrahydrofuran). Conditions: time 5 minute. Product: CC1=CC(=NN1CC(=O)N1CCC(CC1)C=1SC=C(N1)C(=O)OC1CCCC2=CC=CC=C12)C(F)(F)F (1,2,3,4-Tetrahydronaphthalen-1-yl 2-(1-{[5-methyl-3-(trifluoromethyl)-1H-pyrazol-1-yl]acetyl}piperidin-4-yl)-1,3-thiazole-4-carboxylate). As a reaction SMILES: [CH:1]1([OH:11])[C:10]2[C:5](=[CH:6][CH:7]=[CH:8][CH:9]=2)[CH2:4][CH2:3][CH2:2]1.C1(P(C2C=CC=CC=2)C2C=CC=CC=2)C=CC=CC=1.[CH3:31][C:32]1[N:36]([CH2:37][C:38]([N:40]2[CH2:45][CH2:44][CH:43]([C:46]3[S:47][CH:48]=[C:49]([C:51](O)=[O:52])[N:50]=3)[CH2:42][CH2:41]2)=[O:39])[N:35]=[C:34]([C:54]([F:57])([F:56])[F:55])[CH:33]=1>O1CCCC1>[CH3:31][C:32]1[N:36]([CH2:37][C:38]([N:40]2[CH2:41][CH2:42][CH:43]([C:46]3[S:47][CH:48]=[C:49]([C:51]([O:11][CH:1]4[C:10]5[C:5](=[CH:6][CH:7]=[CH:8][CH:9]=5)[CH2:4][CH2:3][CH2:2]4)=[O:52])[N:50]=3)[CH2:44][CH2:45]2)=[O:39])[N:35]=[C:34]([C:54]([F:57])([F:55])[F:56])[CH:33]=1. Reported procedure: At room temperature, 1,2,3,4-tetrahydronaphthalen-1-ol (155 mg) and triphenylphosphine (758 mg) are added to a solution of 2-(1-{[5-methyl-3-(trifluoromethyl)-1H-pyrazol-1-yl]acetyl}piperidin-4-yl)-1,3-thiazole-4-carboxylic acid (III-4, 380 mg) in tetrahydrofuran (2.5 ml). The mixture is stirred at 0 C under argon for 5 minutes, and diethyldiazene 1,2-dicarboxylate (383 mg) is then added dropwise. The reaction mixture is slowly warmed to room temperature. After 2 hours, the solvent is removed un... The reactants are ClCCl, CC1=C(C(=O)OCCN(C)C)C(c2ccccc2C(F)(F)F)C([N+](=O)[O-])=C(C)N1, CC(O)N(C)C, C(=NC1CCCCC1)=NC1CCCCC1. Product: CC1=C(C(=O)O)C(c2ccccc2C(F)(F)F)C([N+](=O)[O-])=C(C)N1. As a reaction SMILES: [CH2:51]([Cl:52])[Cl:53].[CH3:1][C:2]1=[C:7]([N+:8](=[O:9])[O-:10])[CH:6]([c:11]2[c:12]([C:17]([F:18])([F:19])[F:20])[cH:13][cH:14][cH:15][cH:16]2)[C:5]([C:21](=[O:22])[O:23][CH2:24][CH2:25][N:26]([CH3:27])[CH3:28])=[C:4]([CH3:29])[NH:3]1.[CH3:30][N:31]([CH:32]([OH:33])[CH3:34])[CH3:35].[CH:36]1([N:37]=[C:38]=[N:39][CH:40]2[CH2:41][CH2:42][CH2:43][CH2:44][CH2:45]2)[CH2:46][CH2:47][CH2:48][CH2:49][CH2:50]1>>[CH3:1][C:2]1=[C:7]([N+:8](=[O:9])[O-:10])[CH:6]([c:11]2[c:12]([C:17]([F:18])([F:19])[F:20])[cH:13][cH:14][cH:15][cH:16]2)[C:5]([C:21](=[O:22])[OH:23])=[C:4]([CH3:29])[NH:3]1.